Dataset: the Open Reaction Database (ORD), a public repository of structured organic reaction records. Task: describe an organic reaction: reactants, conditions, products, and yield Starting materials: [OH-].[Li+] (Lithium hydroxide), O (water), C(C)OC(=O)C=1C=NN(C1C(F)(F)F)[C@@H]1CC[C@@H](CC1)O (cis-1-(4-Hydroxy-cyclohexyl)-5-trifluoromethyl-1H-pyrazole-4-carboxylic acid ethyl ester). The solvent is CO (methanol). Reaction conditions: temperature 80 celsius. Yields the product O[C@H]1CC[C@H](CC1)N1N=CC(=C1C(F)(F)F)C(=O)O (cis-1-(4-hydroxy-cyclohexyl)-5-trifluoromethyl-1H-pyrazole-4-carboxylic acid). Isolated yield 81.4%. RXN SMILES: C([O:3][C:4]([C:6]1[CH:7]=[N:8][N:9]([C@H:15]2[CH2:20][CH2:19][C@@H:18]([OH:21])[CH2:17][CH2:16]2)[C:10]=1[C:11]([F:14])([F:13])[F:12])=[O:5])C.[OH-].[Li+].O>CO>[OH:21][C@@H:18]1[CH2:19][CH2:20][C@H:15]([N:9]2[C:10]([C:11]([F:12])([F:13])[F:14])=[C:6]([C:4]([OH:5])=[O:3])[CH:7]=[N:8]2)[CH2:16][CH2:17]1 |f:1.2|. Procedure: cis-1-(4-Hydroxy-cyclohexyl)-5-trifluoromethyl-1H-pyrazole-4-carboxylic acid ethyl ester (94.7 mg, 0.309 mmol) was dissolved in methanol (0.5 mL). Lithium hydroxide (10.3 mg, 0.430 mmol) and water (0.5 mL) were added and the mixture was heated at 80° C. for 1 hour. After cooling to room temperature, the methanol was removed in vacuo. Tetrahydrofuran was added and removed in vacuo to insure complete removal of methanol. The residue was diluted with water and acidified with 6N HCl (75 μL; pH 1.5-2... The reactants are ClC=1C=C(C(=O)NC2=CC3=C(CCC=4C(=NN(C34)C3=CC=C(C=C3)F)C(=O)N)C=C2)C(=CN1)Cl (8-[(2,5-dichloroisonicotinoyl)amino]-1-(4-fluorophenyl)-4,5-dihydro-1H-benzo[g]indazole-3-carboxamide), CN1CCNCCC1 (1-methylhomopiperazine). Run at time 24 hour. The product is ClC1=CN=C(C=C1C(=O)NC1=CC2=C(CCC=3C(=NN(C23)C2=CC=C(C=C2)F)C(=O)N)C=C1)N1CCN(CCC1)C (8-{[5-chloro-2-(4-methyl-1,4-diazepan-1-yl)isonicotinoyl]amino}-1-(4-fluorophenyl)-4,5-dihydro-1H-benzo[g]indazole-3-carboxamide), tetrahydrate. Yield: 71.0%. As a reaction SMILES: Cl[C:2]1[CH:3]=[C:4]([C:31]([Cl:34])=[CH:32][N:33]=1)[C:5]([NH:7][C:8]1[CH:30]=[CH:29][C:11]2[CH2:12][CH2:13][C:14]3[C:15]([C:26]([NH2:28])=[O:27])=[N:16][N:17]([C:19]4[CH:24]=[CH:23][C:22]([F:25])=[CH:21][CH:20]=4)[C:18]=3[C:10]=2[CH:9]=1)=[O:6].[CH3:35][N:36]1[CH2:42][CH2:41][CH2:40][NH:39][CH2:38][CH2:37]1>>[Cl:34][C:31]1[C:4]([C:5]([NH:7][C:8]2[CH:30]=[CH:29][C:11]3[CH2:12][CH2:13][C:14]4[C:15]([C:26]([NH2:28])=[O:27])=[N:16][N:17]([C:19]5[CH:24]=[CH:23][C:22]([F:25])=[CH:21][CH:20]=5)[C:18]=4[C:10]=3[CH:9]=2)=[O:6])=[CH:3][C:2]([N:39]2[CH2:40][CH2:41][CH2:42][N:36]([CH3:35])[CH2:37][CH2:38]2)=[N:33][CH:32]=1. Procedure details: The title compound was synthesized by the same procedure as in Example 214 starting with the title compound of Example 248 (1 g, 0.0020 mol) and 1-methylhomopiperazine (4.6 g, 0.040 mol). The reaction was run at 95° C. for 24 h. After allowing the reaction mixture to cool, the volatiles were removed under vacuum. The residue was triturated with H2O to yield 0.899 g of the title compound as a tetrahydrate (yield: 71%). 1H NMR (300 MHz, d6-DMSO): δ 1.81–1.83 (m, 2H), 2.21 (s, 3H), 2.41 (t, 2H, J=5... Starting materials: CCCOc1cc2sc(C(=O)OC)cc2cc1OCC, CCO, Cl, [K+], [OH-], O. Product: CCCOc1cc2sc(C(=O)O)cc2cc1OCC. RXN SMILES: [CH2:1]([CH3:2])[O:3][c:4]1[c:5]([O:17][CH2:18][CH2:19][CH3:20])[cH:6][c:7]2[c:8]([cH:9][c:10]([C:12](=[O:13])[O:14][CH3:15])[s:11]2)[cH:16]1.[CH3:25][CH2:26][OH:27].[ClH:24].[K+:22].[OH-:21].[OH2:23]>>[CH2:1]([CH3:2])[O:3][c:4]1[c:5]([O:17][CH2:18][CH2:19][CH3:20])[cH:6][c:7]2[c:8]([cH:9][c:10]([C:12](=[O:13])[OH:14])[s:11]2)[cH:16]1.